From a dataset of the Open Reaction Database (ORD), a public repository of structured organic reaction records. describe an organic reaction: reactants, conditions, products, and yield The reactants are COC=1C=NC=C(C1)B(O)O (3-methoxypyridine-5-boronic acid), BrC1=CC(=C(C(=C1)F)C(=O)N1[C@@H](CCC1)CN1CCCC1)F ((4-bromo-2,6-difluoro-phenyl)-((S)-2-pyrrolidin-1-ylmethyl-pyrrolidin-1-yl)-methanone). Yields the product FC1=C(C(=CC(=C1)C=1C=NC=C(C1)OC)F)C(=O)N1[C@@H](CCC1)CN1CCCC1 ([2,6-Difluoro-4-(5-methoxy-pyridin-3-yl)-phenyl]-((S)-2-pyrrolidin-1-ylmethyl-pyrrolidin-1-yl)-methanone). As a reaction SMILES: [CH3:1][O:2][C:3]1[CH:4]=[N:5][CH:6]=[C:7](B(O)O)[CH:8]=1.Br[C:13]1[CH:18]=[C:17]([F:19])[C:16]([C:20]([N:22]2[CH2:26][CH2:25][CH2:24][C@H:23]2[CH2:27][N:28]2[CH2:32][CH2:31][CH2:30][CH2:29]2)=[O:21])=[C:15]([F:33])[CH:14]=1>>[F:19][C:17]1[CH:18]=[C:13]([C:7]2[CH:6]=[N:5][CH:4]=[C:3]([O:2][CH3:1])[CH:8]=2)[CH:14]=[C:15]([F:33])[C:16]=1[C:20]([N:22]1[CH2:26][CH2:25][CH2:24][C@H:23]1[CH2:27][N:28]1[CH2:32][CH2:31][CH2:30][CH2:29]1)=[O:21]. Reported procedure: The title compound is prepared in a manner substantially analogous to Procedure WW starting from 3-methoxypyridine-5-boronic acid and (4-bromo-2,6-difluoro-phenyl)-((S)-2-pyrrolidin-1-ylmethyl-pyrrolidin-1-yl)-methanone to give 20 mg (19%). MS (ES+) 402 m/z The reactants are COC(C1=C(C=CC=C1)C#C)=O (2-Ethynyl-benzoic acid methyl ester), IC1=C(C=CC=C1)O (2-iodophenol). Yields the product COC(=O)C1=C(C=CC=C1)C1=CC2=C(O1)C=CC=C2 (2-(2-(Methoxycarbonyl)phenyl)benzo[b]furan). Reaction SMILES: [CH3:1][O:2][C:3](=[O:12])[C:4]1[CH:9]=[CH:8][CH:7]=[CH:6][C:5]=1[C:10]#[CH:11].I[C:14]1[CH:19]=[CH:18][CH:17]=[CH:16][C:15]=1[OH:20]>>[CH3:1][O:2][C:3]([C:4]1[CH:9]=[CH:8][CH:7]=[CH:6][C:5]=1[C:10]1[O:20][C:15]2[CH:16]=[CH:17][CH:18]=[CH:19][C:14]=2[CH:11]=1)=[O:12]. Procedure: The general procedure was used to convert 2-Ethynyl-benzoic acid methyl ester and 2-iodophenol to the title product. Purification by flash chromatography (10% ethyl acetate in hexanes) gave the analytically pure product as an oil (458 mg, 67% yield). 1H NMR δ 7.75-7.70 (m, 2H), 7.61-7.40 (m, 4H), 7.31-7.22 (m, 2H), 6.92 (s, 1H), 3.81 (s, 3H). 3C NMR δ 169.35, 155.10, 154.67, 131.09, 130.94, 129.61, 129.36, 128.99, 128.88, 128.64, 124.54, 122.94, 121.21, 111.09, 104.38, 52.48. Anal. Calcd. for C1... Reactants: C=CCCl, COc1cccc2c1OCC1NCCCC21, CN(C)C=O, [Ca+2], O=C([O-])[O-]. The product is C=CCN1CCCC2c3cccc(OC)c3OCC21, Cl. Reaction SMILES: [CH2:17]([CH:18]=[CH2:19])[Cl:20].[CH3:1][O:2][c:3]1[cH:4][cH:5][cH:6][c:7]2[c:8]1[O:9][CH2:10][CH:11]1[NH:12][CH2:13][CH2:14][CH2:15][CH:16]21.[CH3:26][N:27]([CH3:28])[CH:29]=[O:30].[Ca+2:21].[O-:22][C:23](=[O:24])[O-:25]>>[CH3:1][O:2][c:3]1[cH:4][cH:5][cH:6][c:7]2[c:8]1[O:9][CH2:10][CH:11]1[N:12]([CH2:19][CH:18]=[CH2:17])[CH2:13][CH2:14][CH2:15][CH:16]21.[ClH:20]. The reactants are OC(CO)C1=CC(=NC(=N1)C(F)(F)F)OC1CCN(CC1)C(=O)OC(C)(C)C (tert-butyl 4-{[6-(1,2-dihydroxyethyl)-2-(trifluoromethyl)pyrimidin-4-yl]oxy}piperidine-1-carboxylate), C(C)(=O)O (acetic acid), I(=O)(=O)(=O)[O-].[Na+] (sodium periodate). Solvent: C1CCOC1 (THF), O (water), CCOCC (ether), O (water). Run at time 30 minute. The product is C(=O)C1=CC(=NC(=N1)C(F)(F)F)OC1CCN(CC1)C(=O)OC(C)(C)C (tert-Butyl 4-{[6-formyl-2-(trifluoromethyl)pyrimidin-4-yl]oxy}piperidine-1-carboxylate). RXN SMILES: [OH:1][CH:2]([C:5]1[N:10]=[C:9]([C:11]([F:14])([F:13])[F:12])[N:8]=[C:7]([O:15][CH:16]2[CH2:21][CH2:20][N:19]([C:22]([O:24][C:25]([CH3:28])([CH3:27])[CH3:26])=[O:23])[CH2:18][CH2:17]2)[CH:6]=1)CO.C(O)(=O)C.I([O-])(=O)(=O)=O.[Na+]>C1COCC1.O.CCOCC>[CH:2]([C:5]1[N:10]=[C:9]([C:11]([F:14])([F:12])[F:13])[N:8]=[C:7]([O:15][CH:16]2[CH2:21][CH2:20][N:19]([C:22]([O:24][C:25]([CH3:28])([CH3:27])[CH3:26])=[O:23])[CH2:18][CH2:17]2)[CH:6]=1)=[O:1] |f:2.3|. Reported procedure: To a solution of tert-butyl 4-{[6-(1,2-dihydroxyethyl)-2-(trifluoromethyl)pyrimidin-4-yl]oxy}piperidine-1-carboxylate (542 mg, 1.33 mmol) in THF (10. mL) and water (6.0 mL) was added acetic acid (20. μL, 0.35 mmol) and sodium periodate (854 mg, 3.99 mmol) at −5° C. After stirring for 30 minutes, the reaction mixture was diluted with ether and water. The aqueous layer was extracted with ethyl acetate once and the combined organic layers were washed with brine and dried over anhydrous Na2SO4. The ... Starting materials: ClC1=C(C=CC(=C1)Cl)C(=O)N=C=S (2,4-Dichloro-1-benzenecarbonyl isothiocyanate), ClC1=C(C=CC(=C1)Cl)C(=O)Cl (2,4-dichloro-1-benzenecarbonyl chloride), COC=1C=C2C(=CC=NC2=CC1OC)OC1=C(C(=C(N)C=C1)C)C (4-[(6,7-Dimethoxy-4-quinolyl)oxy]-2,3-dimethylaniline), C1(=CC=CC=C1)C (toluene). Solvent: C(C)O (ethanol), C(C)O (ethanol). Run at time 2 hour. Yields the product ClC1=C(C=CC(=C1)Cl)C(=O)N=C=S (2,4-Dichloro-1-benzenecarbonyl isothiocyanate), ClC1=C(C(=O)NC(=S)NC2=C(C(=C(C=C2)OC2=CC=NC3=CC(=C(C=C23)OC)OC)C)C)C=CC(=C1)Cl (N-(2,4-Dichlorobenzoyl)-N′-{4-[(6,7-dimethoxy-4-quinolyl)oxy]-2,3-dimethylphenyl}thiourea). Yield: 69.0%. As a reaction SMILES: ClC1C=C(Cl)C=CC=1C(Cl)=O.[Cl:12][C:13]1[CH:18]=[C:17]([Cl:19])[CH:16]=[CH:15][C:14]=1[C:20]([N:22]=[C:23]=[S:24])=[O:21].[CH3:25][O:26][C:27]1[CH:28]=[C:29]2[C:34](=[CH:35][C:36]=1[O:37][CH3:38])[N:33]=[CH:32][CH:31]=[C:30]2[O:39][C:40]1[CH:46]=[CH:45][C:43]([NH2:44])=[C:42]([CH3:47])[C:41]=1[CH3:48].C1(C)C=CC=CC=1>C(O)C>[Cl:12][C:13]1[CH:18]=[C:17]([Cl:19])[CH:16]=[CH:15][C:14]=1[C:20]([N:22]=[C:23]=[S:24])=[O:21].[Cl:12][C:13]1[CH:18]=[C:17]([Cl:19])[CH:16]=[CH:15][C:14]=1[C:20]([NH:22][C:23]([NH:44][C:43]1[CH:45]=[CH:46][C:40]([O:39][C:30]2[C:29]3[C:34](=[CH:35][C:36]([O:37][CH3:38])=[C:27]([O:26][CH3:25])[CH:28]=3)[N:33]=[CH:32][CH:31]=2)=[C:41]([CH3:48])[C:42]=1[CH3:47])=[S:24])=[O:21]. Reported procedure: 2,4-Dichloro-1-benzenecarbonyl isothiocyanate was prepared using commercially available 2,4-dichloro-1-benzenecarbonyl chloride (80 mg) as a starting compound according to the description of the literature. 2,4-Dichloro-1-benzenecarbonyl isothiocyanate was dissolved in ethanol (1 ml) to prepare a solution. 4-[(6,7-Dimethoxy-4-quinolyl)oxy]-2,3-dimethylaniline (50 mg), toluene (5 ml), and ethanol (1 ml) were added to the solution, and the mixture was stirred at room temperature for 2 hr. The reac... The reactants are COCCl, [Cl-], ClCCl, COc1cc(Oc2c(C(C)C)cccc2C(C)C)ccc1[N+](=O)[O-]. Product: COc1cc(Oc2c(C(C)C)cc(CCl)cc2C(C)C)ccc1[N+](=O)[O-]. Reaction SMILES: [CH3:26][O:27][CH2:28][Cl:29].[Cl-:1].[Cl:30][CH2:31][Cl:32].[N+:2](=[O:3])([O-:4])[c:5]1[c:6]([O:24][CH3:25])[cH:7][c:8]([O:11][c:12]2[c:13]([CH:21]([CH3:22])[CH3:23])[cH:14][cH:15][cH:16][c:17]2[CH:18]([CH3:19])[CH3:20])[cH:9][cH:10]1>>[N+:2](=[O:3])([O-:4])[c:5]1[c:6]([O:24][CH3:25])[cH:7][c:8]([O:11][c:12]2[c:13]([CH:21]([CH3:22])[CH3:23])[cH:14][c:15]([CH2:28][Cl:29])[cH:16][c:17]2[CH:18]([CH3:19])[CH3:20])[cH:9][cH:10]1. Starting materials: O=C([O-])O, CCOC(C)=O, CN(C)C=O, O=C(Cl)C(=O)Cl, Cl, NC(Cc1ccc(C(F)(F)F)cc1)C(O)c1ccc(F)cc1, [Na+], C1CCOC1, O, O=C(O)Cc1cccc2ccccc12. The product is O=C(Cc1cccc2ccccc12)NC(Cc1ccc(C(F)(F)F)cc1)C(O)c1ccc(F)cc1. As a reaction SMILES: [C:44](=[O:45])([O-:46])[OH:47].[CH3:54][CH2:55][O:56][C:57](=[O:58])[CH3:59].[CH3:61][N:62]([CH3:63])[CH:64]=[O:65].[Cl:15][C:16]([C:17]([Cl:18])=[O:19])=[O:20].[ClH:21].[F:22][c:23]1[cH:24][cH:25][c:26]([CH:29]([CH:30]([CH2:31][c:32]2[cH:33][cH:34][c:35]([C:38]([F:39])([F:40])[F:41])[cH:36][cH:37]2)[NH2:42])[OH:43])[cH:27][cH:28]1.[Na+:48].[O:49]1[CH2:50][CH2:51][CH2:52][CH2:53]1.[OH2:60].[c:1]1([CH2:11][C:12](=[O:13])[OH:14])[cH:2][cH:3][cH:4][c:5]2[cH:6][cH:7][cH:8][cH:9][c:10]12>>[c:1]1([CH2:11][C:12](=[O:14])[NH:42][CH:30]([CH:29]([c:26]2[cH:25][cH:24][c:23]([F:22])[cH:28][cH:27]2)[OH:43])[CH2:31][c:32]2[cH:33][cH:34][c:35]([C:38]([F:39])([F:40])[F:41])[cH:36][cH:37]2)[cH:2][cH:3][cH:4][c:5]2[cH:6][cH:7][cH:8][cH:9][c:10]12. Starting materials: OCCC1=C(NC=2N(C1=O)N=C(C2C2=C(C=C(C=C2C)C)C)C)C (6-(2-hydroxyethyl)-3-mesityl-2,5-dimethyl-4,7-dihydropyrazolo[1,5-a]pyrimidin-7-one), S(=S)(=O)([O-])[O-].[Na+].[Na+] (sodium thiosulfate). Run in ClCCl (dichloromethane). Conditions: time 3 hour. The product is C1(=C(C(=CC(=C1)C)C)C=1C(=NN2C1NC(=C(C2=O)CC=O)C)C)C (2-(3-Mesityl-2,5-dimethyl-7-oxo-4,7-dihydropyrazolo[1,5-a]pyrimidin-6-yl)acetaldehyde). Isolated yield 67.6%. Reaction SMILES: [OH:1][CH2:2][CH2:3][C:4]1[C:9](=[O:10])[N:8]2[N:11]=[C:12]([CH3:23])[C:13]([C:14]3[C:19]([CH3:20])=[CH:18][C:17]([CH3:21])=[CH:16][C:15]=3[CH3:22])=[C:7]2[NH:6][C:5]=1[CH3:24].S([O-])([O-])(=O)=S.[Na+].[Na+]>ClCCl>[C:15]1([CH3:22])[CH:16]=[C:17]([CH3:21])[CH:18]=[C:19]([CH3:20])[C:14]=1[C:13]1[C:12]([CH3:23])=[N:11][N:8]2[C:9](=[O:10])[C:4]([CH2:3][CH:2]=[O:1])=[C:5]([CH3:24])[NH:6][C:7]=12 |f:1.2.3|. Procedure details: Des Martin reagent was added gradually to a solution of 6-(2-hydroxyethyl)-3-mesityl-2,5-dimethyl-4,7-dihydropyrazolo[1,5-a]pyrimidin-7-one (2.65 g, 8.14 mmol) in dichloromethane (200 mL) at room temperature, followed by stirring for three hours. A saturated solution of sodium thiosulfate was added to the reaction mixture, extracted with ethyl acetate, dried over anhydrous magnesium sulfate and evaporated. The residue was purified by silica gel column chromatography (50% ethyl acetate/hexane, 10...